This data is from the Open Reaction Database (ORD), a public repository of structured organic reaction records. The task is: describe an organic reaction: reactants, conditions, products, and yield Reactants: [Cl-].[NH4+] (ammonium chloride), [H-].[Na+] (sodium hydride), N1N=CC=C1 (pyrazole), BrC=1C(=C(C2=C(CC(O2)(C)CI)C1C)C)C (5-bromo-2-(iodomethyl)-2,4,6,7-tetramethyl-2,3-dihydro-1-benzofuran). Solvent: C(C)(=O)OCC (ethyl acetate), CN(C)C=O (DMF), CN(C)C=O (DMF). Conditions: temperature 0 celsius, time 20 minute. The product is BrC=1C(=C(C2=C(CC(O2)(C)CN2N=CC=C2)C1C)C)C (1-[(5-bromo-2,4,6,7-tetramethyl-2,3-dihydro-1-benzofuran-2-yl)methyl]-1H-pyrazole). The yield is 72.7%. As a reaction SMILES: [H-].[Na+].[NH:3]1[CH:7]=[CH:6][CH:5]=[N:4]1.[Br:8][C:9]1[C:10]([CH3:23])=[C:11]([CH3:22])[C:12]2[O:16][C:15]([CH2:18]I)([CH3:17])[CH2:14][C:13]=2[C:20]=1[CH3:21].[Cl-].[NH4+]>C(OCC)(=O)C.CN(C=O)C>[Br:8][C:9]1[C:10]([CH3:23])=[C:11]([CH3:22])[C:12]2[O:16][C:15]([CH2:17][N:3]3[CH:7]=[CH:6][CH:5]=[N:4]3)([CH3:18])[CH2:14][C:13]=2[C:20]=1[CH3:21] |f:0.1,4.5|. Procedure: 60% sodium hydride (91 mg, 2.27 mmol) was added to a solution of DMF (2 mL) containing pyrazole (155 mg, 2.27 mmol) under ice-cooling condition, and the mixture was stirred at 0° C. for 20 minutes. After that, a solution of DMF (1.5 mL) containing 5-bromo-2-(iodomethyl)-2,4,6,7-tetramethyl-2,3-dihydro-1-benzofuran (300 mg, 0.759 mmol) synthesized in Reference Example 133 was added thereto, and the mixture was stirred at 100° C. for 4 hours and at 120° C. for 2 hours. After cooled to room tempera... The reactants are Cc1nc(Cl)c([N+](=O)[O-])c(NCCC2CCN(Cc3ccccc3)CC2)c1C, COCCOCCOC, [H-], [Na+], [O-]c1ccccc1, Oc1ccccc1. Yields the product Cc1nc(Oc2ccccc2)c([N+](=O)[O-])c(NCCC2CCN(Cc3ccccc3)CC2)c1C. As a reaction SMILES: [CH2:10]([c:11]1[cH:12][cH:13][cH:14][cH:15][cH:16]1)[N:17]1[CH2:18][CH2:19][CH:20]([CH2:23][CH2:24][NH:25][c:26]2[c:27]([N+:35](=[O:36])[O-:37])[c:28]([Cl:34])[n:29][c:30]([CH3:33])[c:31]2[CH3:32])[CH2:21][CH2:22]1.[CH3:45][O:46][CH2:47][CH2:48][O:49][CH2:50][CH2:51][O:52][CH3:53].[H-:1].[Na+:2].[O-:38][c:39]1[cH:40][cH:41][cH:42][cH:43][cH:44]1.[OH:3][c:4]1[cH:5][cH:6][cH:7][cH:8][cH:9]1>>[O:3]([c:4]1[cH:5][cH:6][cH:7][cH:8][cH:9]1)[c:28]1[c:27]([N+:35](=[O:36])[O-:37])[c:26]([NH:25][CH2:24][CH2:23][CH:20]2[CH2:19][CH2:18][N:17]([CH2:10][c:11]3[cH:12][cH:13][cH:14][cH:15][cH:16]3)[CH2:22][CH2:21]2)[c:31]([CH3:32])[c:30]([CH3:33])[n:29]1. Yields the product ClC1=C(C(=O)OC)C(=CC=C1)C=C (methyl 2-chloro-6-vinylbenzoate). Conditions: temperature 100 celsius. Reaction SMILES: Br[C:2]1[CH:11]=[CH:10][CH:9]=[C:8]([Cl:12])[C:3]=1[C:4]([O:6][CH3:7])=[O:5].[B-](F)(F)(F)[CH:14]=[CH2:15].[K+].C(=O)([O-])[O-].[Na+].[Na+]>O1CCOCC1.O.C1C=CC(P(C2C=CC=CC=2)[C-]2C=CC=C2)=CC=1.C1C=CC(P(C2C=CC=CC=2)[C-]2C=CC=C2)=CC=1.Cl[Pd]Cl.[Fe+2]>[Cl:12][C:8]1[CH:9]=[CH:10][CH:11]=[C:2]([CH:14]=[CH2:15])[C:3]=1[C:4]([O:6][CH3:7])=[O:5] |f:1.2,3.4.5,8.9.10.11|. Procedure: To a solution of methyl 2-bromo-6-chlorobenzoate (7.5 g, 0.03 mol) and potassium trifluoro(vinyl)borate (6.07 g, 0.045 mol) in dioxane and H2O (10:1, 100 mL) was added Pd(dppf)Cl2 (739 mg, 0.906 mmol), and sodium carbonate (6.4 g, 0.06 mol) at RT. The reaction mixture was heated at 100° C. for 12 hours under a nitrogen atmosphere. The mixture was subsequently concentrated in vacuo and diluted with water. The aqueous phase was extracted with EtOAc (3×100 mL). The organic layers were combined, was... The reagents and catalysts are C1=CC=C(C=C1)P([C-]2C=CC=C2)C3=CC=CC=C3.C1=CC=C(C=C1)P([C-]2C=CC=C2)C3=CC=CC=C3.Cl[Pd]Cl.[Fe+2] (Pd(dppf)Cl2). The reactants are BrC1=C(C(=O)OC)C(=CC=C1)Cl (methyl 2-bromo-6-chlorobenzoate), [B-](C=C)(F)(F)F.[K+] (potassium trifluoro(vinyl)borate), C([O-])([O-])=O.[Na+].[Na+] (sodium carbonate). Run in O1CCOCC1 (dioxane), O (H2O). The yield is 113.6%. Reactants: ClC=1OC=2C(N1)=C(C=CC2)C(=O)OC (methyl 2-chlorobenzoxazole-4-carboxylate), NCC(=O)N(C)C (2-amino-N,N-dimethylacetamide). Yields the product CN(C(CNC=1OC=2C(N1)=C(C=CC2)C(=O)OC)=O)C (methyl 2-(2-(dimethylamino)-2-oxoethylamino)benzoxazole-4-carboxylate). Reaction SMILES: Cl[C:2]1[O:3][C:4]2[C:5](=[C:7]([C:11]([O:13][CH3:14])=[O:12])[CH:8]=[CH:9][CH:10]=2)[N:6]=1.[NH2:15][CH2:16][C:17]([N:19]([CH3:21])[CH3:20])=[O:18]>>[CH3:20][N:19]([CH3:21])[C:17](=[O:18])[CH2:16][NH:15][C:2]1[O:3][C:4]2[C:5](=[C:7]([C:11]([O:13][CH3:14])=[O:12])[CH:8]=[CH:9][CH:10]=2)[N:6]=1. Procedure: Following general procedure GP-A, a mixture of methyl 2-chlorobenzoxazole-4-carboxylate and 2-amino-N,N-dimethylacetamide provided methyl 2-(2-(dimethylamino)-2-oxoethylamino)benzoxazole-4-carboxylate. 1H NMR and MS consistent. Reactants: CC1=CC=C(O1)C(C1CCOCC1)N (C-(5-methylfuran-2-yl)-C-(tetrahydropyran-4-yl)methylamine), C(C)OC1=C(C(C1=O)=O)NC=1C(=C(C(=O)N(C)C)C=CC1)O (3-(2-ethoxy-3,4-dioxocyclobut-1-enylamino)-2-hydroxy-N,N-dimethylbenzamide). Solvent: CO (methanol). Reaction conditions: time 21 hour. The product is OC1=C(C(=O)N(C)C)C=CC=C1NC1=C(C(C1=O)=O)NC(C1CCOCC1)C=1OC(=CC1)C (2-hydroxy-N,N-dimethyl-3-(2-{[(5-methylfuran-2-yl)-(tetrahydropyran-4-yl)methyl]amino}-3,4-dioxocyclobut-1-enylamino)benzamide). Isolated yield 94.1%. Reaction SMILES: [CH3:1][C:2]1[O:6][C:5]([CH:7]([NH2:14])[CH:8]2[CH2:13][CH2:12][O:11][CH2:10][CH2:9]2)=[CH:4][CH:3]=1.C([O:17][C:18]1[C:21](=[O:22])[C:20](=O)[C:19]=1[NH:24][C:25]1[C:26]([OH:36])=[C:27]([CH:33]=[CH:34][CH:35]=1)[C:28]([N:30]([CH3:32])[CH3:31])=[O:29])C>CO>[OH:36][C:26]1[C:25]([NH:24][C:19]2[C:18](=[O:17])[C:21](=[O:22])[C:20]=2[NH:14][CH:7]([C:5]2[O:6][C:2]([CH3:1])=[CH:3][CH:4]=2)[CH:8]2[CH2:13][CH2:12][O:11][CH2:10][CH2:9]2)=[CH:35][CH:34]=[CH:33][C:27]=1[C:28]([N:30]([CH3:32])[CH3:31])=[O:29]. Procedure details: 644 mg (3.3 mmol, 2 eq) of C-(5-methylfuran-2-yl)-C-(tetrahydropyran-4-yl)methylamine were added to 500 mg (1.64 mmol, 1 eq) of 3-(2-ethoxy-3,4-dioxocyclobut-1-enylamino)-2-hydroxy-N,N-dimethylbenzamide dissolved under hot conditions in 50 ml of methanol. The reaction medium was stirred at ambient temperature for 21 hours. The methanol was evaporated off and the residue (green oil) was chromatographed on silica gel (column Analogix SF15-40 g, Spot II) eluted with dichloromethane/methanol (gradie... Starting materials: O=C([O-])C=Cc1ccccc1, COC(=O)C=Cc1ccccc1, [Na+], [Na+], [OH-], O=S(=O)(O)O. Product: O=C(O)C=Cc1ccccc1. RXN SMILES: [C:15]([O-:16])(=[O:17])[CH:18]=[CH:19][c:20]1[cH:21][cH:22][cH:23][cH:24][cH:25]1.[C:1]([CH:2]=[CH:3][c:4]1[cH:5][cH:6][cH:7][cH:8][cH:9]1)(=[O:10])[O:11][CH3:12].[Na+:14].[Na+:26].[OH-:13].[S:27](=[O:28])(=[O:29])([OH:30])[OH:31]>>[C:1]([CH:2]=[CH:3][c:4]1[cH:5][cH:6][cH:7][cH:8][cH:9]1)(=[O:10])[OH:11]. Reactants: COC(=O)C=Cc1ccc(CC(C)=O)cc1, NCC(O)c1cccc(Cl)c1. The product is COC(=O)C=Cc1ccc(CC(C)NCC(O)c2cccc(Cl)c2)cc1. As a reaction SMILES: [C:12](=[O:13])([O:14][CH3:15])[CH:16]=[CH:17][c:18]1[cH:19][cH:20][c:21]([CH2:24][C:25]([CH3:26])=[O:27])[cH:22][cH:23]1.[OH:1][CH:2]([CH2:3][NH2:4])[c:5]1[cH:6][c:7]([Cl:11])[cH:8][cH:9][cH:10]1>>[OH:1][CH:2]([CH2:3][NH:4][CH:25]([CH2:24][c:21]1[cH:20][cH:19][c:18]([CH:17]=[CH:16][C:12](=[O:13])[O:14][CH3:15])[cH:23][cH:22]1)[CH3:26])[c:5]1[cH:6][c:7]([Cl:11])[cH:8][cH:9][cH:10]1.